From a dataset of the Open Reaction Database (ORD), a public repository of structured organic reaction records. describe an organic reaction: reactants, conditions, products, and yield The reactants are ClC=1C=C(C=CC1)C1(CCCC1)C#N (1-(3-Chlorophenyl)cyclopentanecarbonitrile), FC(C1=CC=C(C=C1)C1(CCCC1)C=O)(F)F (1-(4-trifluoromethyl-phenyl)-cyclopentanecarbaldehyde). The product is ClC=1C=C(C=CC1)C1(CCCC1)C=O (1-(3-Chlorophenyl)cyclopentanecarbaldehyde). As a reaction SMILES: [Cl:1][C:2]1[CH:3]=[C:4]([C:8]2([C:13]#N)[CH2:12][CH2:11][CH2:10][CH2:9]2)[CH:5]=[CH:6][CH:7]=1.FC(F)(F)C1C=CC(C2(C=[O:29])CCCC2)=CC=1>>[Cl:1][C:2]1[CH:3]=[C:4]([C:8]2([CH:13]=[O:29])[CH2:12][CH2:11][CH2:10][CH2:9]2)[CH:5]=[CH:6][CH:7]=1. Reported procedure: 1-(3-Chlorophenyl)cyclopentanecarbaldehyde (495) was synthesized from 1-(3-chlorophenyl)cyclopentanecarbonitrile (494) following the procedure described for 1-(4-trifluoromethyl-phenyl)-cyclopentanecarbaldehyde (238).